The task is: describe an organic reaction: reactants, conditions, products, and yield. This data is from the Open Reaction Database (ORD), a public repository of structured organic reaction records. Starting materials: ClCCl, CS(=O)c1ccc(F)cc1[N+](=O)[O-], O=C(OO)c1cccc(Cl)c1. The product is CS(=O)(=O)c1ccc(F)cc1[N+](=O)[O-]. RXN SMILES: [Cl:25][CH2:26][Cl:27].[F:1][c:2]1[cH:3][c:4]([N+:11](=[O:12])[O-:13])[c:5]([S:8](=[O:9])[CH3:10])[cH:6][cH:7]1.[OH:14][O:15][C:16]([c:17]1[cH:18][c:19]([Cl:20])[cH:21][cH:22][cH:23]1)=[O:24]>>[F:1][c:2]1[cH:3][c:4]([N+:11](=[O:12])[O-:13])[c:5]([S:8](=[O:9])([CH3:10])=[O:14])[cH:6][cH:7]1. Reactants: NC1=C(C=CC=C1)S (2-aminothiophenol), C(#N)C1=CC=C(C=O)C=C1 (4-cyanobenzaldehyde), alkali metal alkoxide, C[O-].[Na+] (sodium methoxide), amino-acid ester cyano, cyano glycidic acid ester, amino, cyclic amido-carbonyl cyano, amino-acid ester cyano, ice acetic acid, trans-3-(4-cyanophenyl)glycidic acid, methyl ester, ClCC(=O)OC (methyl chloroacetate), cyano glycidic acid ester, alkyl haloester, cyano-aldehyde. Solvent: C1(=CC=CC=C1)C (toluene), CO (methanol). Product: OC(C(=O)OC)C(C1=CC=C(C=C1)C#N)SC1=C(C=CC=C1)N (2-hydroxy-3-(2-aminophenylthio)-3-(4-cyanophenyl)propionic acid, methyl ester). RXN SMILES: [C:1]([C:3]1[CH:10]=[CH:9][C:6]([CH:7]=O)=[CH:5][CH:4]=1)#[N:2].Cl[CH2:12][C:13]([O:15][CH3:16])=[O:14].C[O-:18].[Na+].[NH2:20][C:21]1[CH:26]=[CH:25][CH:24]=[CH:23][C:22]=1[SH:27]>CO.C1(C)C=CC=CC=1>[OH:18][CH:12]([CH:7]([S:27][C:22]1[CH:23]=[CH:24][CH:25]=[CH:26][C:21]=1[NH2:20])[C:6]1[CH:9]=[CH:10][C:3]([C:1]#[N:2])=[CH:4][CH:5]=1)[C:13]([O:15][CH3:16])=[O:14] |f:2.3|. Procedure: A cyano glycidic acid ester compound can be prepared by reaction of an alkyl haloester and a cyano-aldehyde in the presence of an alkali metal alkoxide; an amino-acid ester cyano compound can be prepared by reaction of the cyano glycidic acid ester compound and an attachable amino compound, and a cyclic amido-carbonyl cyano compound can be prepared by contact of the amino-acid ester cyano compound in a liquid medium with a heterogeneous acidic ion-exchange substance. For example, reaction of 4-c... Starting materials: ClC1=NC=NC2=CC=C(C=C12)I (4-Chloro-6-iodoquinazoline), C(C1=CC=CC=C1)OC1=CC=C(N)C=C1 (4-benzyloxyaniline). Solvent: C(C)#N (acetonitrile). The product is Cl.C(C1=CC=CC=C1)OC1=CC=C(C=C1)NC1=NC=NC2=CC=C(C=C12)I ((4-Benzyloxyphenyl)-(6-iodoquinazoline-4-yl)-amine Hydrochloride). Isolated yield 97.4%. As a reaction SMILES: [Cl:1][C:2]1[C:11]2[C:6](=[CH:7][CH:8]=[C:9]([I:12])[CH:10]=2)[N:5]=[CH:4][N:3]=1.[CH2:13]([O:20][C:21]1[CH:27]=[CH:26][C:24]([NH2:25])=[CH:23][CH:22]=1)[C:14]1[CH:19]=[CH:18][CH:17]=[CH:16][CH:15]=1>C(#N)C>[ClH:1].[CH2:13]([O:20][C:21]1[CH:22]=[CH:23][C:24]([NH:25][C:2]2[C:11]3[C:6](=[CH:7][CH:8]=[C:9]([I:12])[CH:10]=3)[N:5]=[CH:4][N:3]=2)=[CH:26][CH:27]=1)[C:14]1[CH:15]=[CH:16][CH:17]=[CH:18][CH:19]=1 |f:3.4|. Procedure: 4-Chloro-6-iodoquinazoline (8 g) was treated with 4-benzyloxyaniline (5.5 g) in acetonitrile (500 ml) at reflux under N2 for 18 hours. Subsequent cooling and filtration gave the title compound (13.13 g); δH [2H6]-DMSO 11.45 (1H, b, NH), 9.22 (1H, s, 5-H), 8.89 (1H, s, 2-H), 8.36 (1H, d, 7-H), 7.69 (1H, d, 8-H), 7.63 (2H, d, 2′-H, 6′-H), 7.52–7.29 (5H, m, Ph-H), 7.14 (2H, d, 3′-H, 5′-H), 5.18 (2H, s, CH2); m/z (M+1)+454. The reactants are BrC=1C(=NC=C(C(=O)NC2=CC=C(C=C2)OC(F)(F)F)C1)Cl (5-bromo-6-chloro-N-(4-(trifluoromethoxy)phenyl)nicotinamide), CNCCO (2-methylamino-ethanol). Yields the product BrC=1C(=NC=C(C(=O)NC2=CC=C(C=C2)OC(F)(F)F)C1)N(C)CCO (5-Bromo-6-((2-hydroxyethyl)(methyl)amino)-N-(4-(trifluoromethoxy)phenyl)nicotinamide). As a reaction SMILES: [Br:1][C:2]1[C:3](Cl)=[N:4][CH:5]=[C:6]([CH:21]=1)[C:7]([NH:9][C:10]1[CH:15]=[CH:14][C:13]([O:16][C:17]([F:20])([F:19])[F:18])=[CH:12][CH:11]=1)=[O:8].[CH3:23][NH:24][CH2:25][CH2:26][OH:27]>>[Br:1][C:2]1[C:3]([N:24]([CH2:25][CH2:26][OH:27])[CH3:23])=[N:4][CH:5]=[C:6]([CH:21]=1)[C:7]([NH:9][C:10]1[CH:15]=[CH:14][C:13]([O:16][C:17]([F:20])([F:19])[F:18])=[CH:12][CH:11]=1)=[O:8]. Procedure: The title compound was prepared in an analogous fashion to that described in Stage 22.1 using 5-bromo-6-chloro-N-(4-(trifluoromethoxy)phenyl)nicotinamide (Stage 6.2) and 2-methylamino-ethanol to afford an off-white crystalline solid. HPLC (Condition 4) tR=5.57 min, UPLC-MS (Condition 3) tR=1.11 min, m/z=434.1 [M+H]+. The solvent is CC(=O)C (acetone), O.CC(=O)C (water acetone). The product is COC1=CC=C(C2=C1OC1=C2C=C(C=C1)[N+](=O)[O-])C(=O)O (4-methoxy-8-nitro-dibenzo[b,d]furan-1-carboxylic acid). RXN SMILES: [CH3:1][O:2][C:3]1[C:8]2[O:9][C:10]3[CH:15]=[CH:14][C:13]([N+:16]([O-:18])=[O:17])=[CH:12][C:11]=3[C:7]=2[C:6]([CH:19]=[O:20])=[CH:5][CH:4]=1.[Mn]([O-])(=O)(=O)=[O:22].[K+]>CC(C)=O.O.CC(C)=O>[CH3:1][O:2][C:3]1[C:8]2[O:9][C:10]3[CH:15]=[CH:14][C:13]([N+:16]([O-:18])=[O:17])=[CH:12][C:11]=3[C:7]=2[C:6]([C:19]([OH:22])=[O:20])=[CH:5][CH:4]=1 |f:1.2,4.5|. Procedure: 4-methoxy-8-nitro-1-formyl dibenzo[b,d]furan (1.1 gm, 0.0034 mol) in acetone (5 ml) was heated to 60-70° C. for 10 min. To the above suspension was added dropwise a hot solution of potassium permanganate (1.07 gm, 0.0068 mol) in water:acetone (1:3) (15 ml) for 10 min. The reaction was heated to 60-70° C. for 10 min., cooled to room temperature and filtered. The residue washed with acetone and the filterate was extracted with 10% sodium hydroxide solution. Acidification, followed by filteration a... Starting materials: COC1=CC=C(C2=C1OC1=C2C=C(C=C1)[N+](=O)[O-])C=O (4-methoxy-8-nitro-1-formyl dibenzo[b,d]furan), [Mn](=O)(=O)(=O)[O-].[K+] (potassium permanganate). Isolated yield 61.4%. Run at temperature 65 celsius.